This data is from the Open Reaction Database (ORD), a public repository of structured organic reaction records. The task is: describe an organic reaction: reactants, conditions, products, and yield The reactants are OC1=C2CCCC(C2=CC=C1)=O (5-hydroxy-3,4-dihydronaphthalen-1(2H)-one), O(S(=O)(=O)C(F)(F)F)S(=O)(=O)C(F)(F)F (Tf2O). Solvent: N1=CC=CC=C1 (pyridine). Product: FC(S(=O)(=O)OC1=CC=CC=2C(CCCC12)=O)(F)F (5-oxo-5,6,7,8-tetrahydronaphthalen-1-yl trifluoromethanesulfonate). RXN SMILES: [OH:1][C:2]1[CH:11]=[CH:10][CH:9]=[C:8]2[C:3]=1[CH2:4][CH2:5][CH2:6][C:7]2=[O:12].[O:13](S(C(F)(F)F)(=O)=O)[S:14]([C:17]([F:20])([F:19])[F:18])(=O)=[O:15]>N1C=CC=CC=1>[F:18][C:17]([F:20])([F:19])[S:14]([O:1][C:2]1[C:3]2[CH2:4][CH2:5][CH2:6][C:7](=[O:12])[C:8]=2[CH:9]=[CH:10][CH:11]=1)(=[O:15])=[O:13]. Procedure: A solution of 5-hydroxy-3,4-dihydronaphthalen-1(2H)-one (5 g, 30.8 mmol) in 30 mL of dry pyridine was cooled to −5° C. and Tf2O (10.4 g, 36.96 mmol) was added dropwise. The reaction was warmed to ambient temperaure slowly and stirred over night. Pyridine was distilled off under reduce pressure, and the residue was purified with silica gel cloumn chromatography to give 5-oxo-5,6,7,8-tetrahydronaphthalen-1-yl trifluoromethanesulfonate. Reactants: Compound 178, BrC1=CN=C(C=2N1C=CN2)NC2=CC=C(C=C2)N2N=NC(=C2)CN(C)C ((5-bromo-imidazo[1,2-a]pyrazin-8-yl)-[4-(4-dimethylaminomethyl-[1,2,3]triazol-1-yl)-phenyl]-amine), NC(=O)C1=CC=C(C=C1)B(O)O (4-(aminocarbonyl)phenylboronic acid). The reagents and catalysts are C=1C=CC(=CC1)[P](C=2C=CC=CC2)(C=3C=CC=CC3)[Pd]([P](C=4C=CC=CC4)(C=5C=CC=CC5)C=6C=CC=CC6)([P](C=7C=CC=CC7)(C=8C=CC=CC8)C=9C=CC=CC9)[P](C=1C=CC=CC1)(C=1C=CC=CC1)C=1C=CC=CC1 (Pd(PPh3)4). The solvent is CN(C)C=O.O1CCOCC1 (DMF dioxane). Product: CN(C)CC=1N=NN(C1)C1=CC=C(C=C1)NC=1C=2N(C(=CN1)C1=CC=C(C(=O)N)C=C1)C=CN2 (4-{8-[4-(4-Dimethylaminomethyl-[1,2,3]triazol-1-yl)-phenylamino]-imidazo[1,2-a]pyrazin-5-yl}-benzamide). Isolated yield 6.8%. RXN SMILES: Br[C:2]1[N:7]2[CH:8]=[CH:9][N:10]=[C:6]2[C:5]([NH:11][C:12]2[CH:17]=[CH:16][C:15]([N:18]3[CH:22]=[C:21]([CH2:23][N:24]([CH3:26])[CH3:25])[N:20]=[N:19]3)=[CH:14][CH:13]=2)=[N:4][CH:3]=1.[NH2:27][C:28]([C:30]1[CH:35]=[CH:34][C:33](B(O)O)=[CH:32][CH:31]=1)=[O:29]>CN(C=O)C.O1CCOCC1.C1C=CC([P]([Pd]([P](C2C=CC=CC=2)(C2C=CC=CC=2)C2C=CC=CC=2)([P](C2C=CC=CC=2)(C2C=CC=CC=2)C2C=CC=CC=2)[P](C2C=CC=CC=2)(C2C=CC=CC=2)C2C=CC=CC=2)(C2C=CC=CC=2)C2C=CC=CC=2)=CC=1>[CH3:25][N:24]([CH2:23][C:21]1[N:20]=[N:19][N:18]([C:15]2[CH:16]=[CH:17][C:12]([NH:11][C:5]3[C:6]4[N:7]([CH:8]=[CH:9][N:10]=4)[C:2]([C:33]4[CH:34]=[CH:35][C:30]([C:28]([NH2:27])=[O:29])=[CH:31][CH:32]=4)=[CH:3][N:4]=3)=[CH:13][CH:14]=2)[CH:22]=1)[CH3:26] |f:2.3,^1:53,55,74,93|. Procedure details: In the same way as described for Compound 178, step 4, using (5-bromo-imidazo[1,2-a]pyrazin-8-yl)-[4-(4-dimethylaminomethyl-[1,2,3]triazol-1-yl)-phenyl]-amine (63 mg, 0.152 mmol), 4-(aminocarbonyl)phenylboronic acid (50.3 mg, 0.305 mmol) 1.5 M Na2CO3 (0.813 mL, 1.22 mmol) and Pd(PPh3)4 (44.0 mg, 0.0381 mmol) in (2:1) DMF-dioxane (1.8 m1L). Purification of the crude material by Isolute FlashSilicaII Cartridge chromatography eluting with 95:5 DCM:NH3 (7M in MeOH) followed by reverse phase preparat... The reactants are CC(C)Oc1ccc(COc2ccc3c(c2)cc2n3CCC2CC(=O)OC(C)(C)C)cc1C(F)(F)F, ClCCl, O=C1CCC(=O)N1I. Yields the product CC(C)Oc1ccc(COc2ccc3c(c2)c(I)c2n3CCC2CC(=O)OC(C)(C)C)cc1C(F)(F)F. Reaction SMILES: [CH:1]([CH3:2])([CH3:3])[O:4][c:5]1[c:6]([C:33]([F:34])([F:35])[F:36])[cH:7][c:8]([CH2:9][O:10][c:11]2[cH:12][c:13]3[cH:14][c:15]4[n:16]([c:17]3[cH:18][cH:19]2)[CH2:20][CH2:21][CH:22]4[CH2:23][C:24](=[O:25])[O:26][C:27]([CH3:28])([CH3:29])[CH3:30])[cH:31][cH:32]1.[Cl:45][CH2:46][Cl:47].[O:37]=[C:38]1[N:39]([I:44])[C:40](=[O:41])[CH2:42][CH2:43]1>>[CH:1]([CH3:2])([CH3:3])[O:4][c:5]1[c:6]([C:33]([F:34])([F:35])[F:36])[cH:7][c:8]([CH2:9][O:10][c:11]2[cH:12][c:13]3[c:14]([I:44])[c:15]4[n:16]([c:17]3[cH:18][cH:19]2)[CH2:20][CH2:21][CH:22]4[CH2:23][C:24](=[O:25])[O:26][C:27]([CH3:28])([CH3:29])[CH3:30])[cH:31][cH:32]1. The reactants are BrC1=C(C(=O)OC)C=C(C=C1)C (methyl 2-bromo-5-methylbenzoate), C(CCC)[Sn](C1=NC=CC=C1)(CCCC)CCCC (2-(tributylstannyl)pyridine), [F-].[Cs+] (CsF). The reagents and catalysts are C=1C=CC(=CC1)[P](C=2C=CC=CC2)(C=3C=CC=CC3)[Pd]([P](C=4C=CC=CC4)(C=5C=CC=CC5)C=6C=CC=CC6)([P](C=7C=CC=CC7)(C=8C=CC=CC8)C=9C=CC=CC9)[P](C=1C=CC=CC1)(C=1C=CC=CC1)C=1C=CC=CC1 (Pd(PPh3)4), [Cu]I (CuI). Run in CN(C)C=O (DMF). Conditions: temperature 130 celsius. The product is CC=1C=CC(=C(C(=O)OC)C1)C1=NC=CC=C1 (Methyl 5-methyl-2-(pyridin-2-yl)benzoate). As a reaction SMILES: Br[C:2]1[CH:11]=[CH:10][C:9]([CH3:12])=[CH:8][C:3]=1[C:4]([O:6][CH3:7])=[O:5].C([Sn](CCCC)(CCCC)[C:18]1[CH:23]=[CH:22][CH:21]=[CH:20][N:19]=1)CCC.[F-].[Cs+]>CN(C=O)C.C1C=CC([P]([Pd]([P](C2C=CC=CC=2)(C2C=CC=CC=2)C2C=CC=CC=2)([P](C2C=CC=CC=2)(C2C=CC=CC=2)C2C=CC=CC=2)[P](C2C=CC=CC=2)(C2C=CC=CC=2)C2C=CC=CC=2)(C2C=CC=CC=2)C2C=CC=CC=2)=CC=1.[Cu]I>[CH3:12][C:9]1[CH:10]=[CH:11][C:2]([C:18]2[CH:23]=[CH:22][CH:21]=[CH:20][N:19]=2)=[C:3]([CH:8]=1)[C:4]([O:6][CH3:7])=[O:5] |f:2.3,^1:42,44,63,82|. Procedure: A mixture of methyl 2-bromo-5-methylbenzoate (0.629 g, 2.747 mmol), 2-(tributylstannyl)pyridine (1.32 g, 3.585 mmol), CsF (0.834 g, 5.494 mmol), Pd(PPh3)4 (0.4 g, 0.27 mmol), and CuI (0.105 g, 0.549 mmol) in DMF (20 mL) was degassed for 10 min and then heated in the microwave reactor for 30 min at 130° C. The mixture was cooled and the solvent was removed in vacuo. The crude was dissolved with EtOAc and then washed with saturated NaHCO3 and dried over Na2SO4. The solvent was removed in vacuo to ... Run at time 3 hour. The yield is 21.0%. Solvent: C(Cl)Cl (CH2Cl2). Starting materials: C(#N)C1CCN(CC1)C([C@@H](C1CC1)NC(=O)C1=CN(C2=NC=C(N=C21)C2=NN(C1=CC(=C(C=C21)Cl)Cl)C)COCC[Si](C)(C)C)=O (2-(5,6-dichloro-1-methyl-1H-indazol-3-yl)-5-(2-trimethylsilanylethoxymethyl)-5H-pyrrolo[2,3-b]pyrazine-7-carboxylic acid [(R)-2-(4-cyano-piperidin-1-yl)-1-cyclopropyl-2-oxo-ethyl]-amide), C(=O)(C(F)(F)F)O (TFA), C(CN)N (ethylenediamine). The product is C(#N)C1CCN(CC1)C([C@@H](C1CC1)NC(=O)C1=CNC2=NC=C(N=C21)C2=NN(C1=CC(=C(C=C21)Cl)Cl)C)=O (2-(5,6-dichloro-1-methyl-1H-indazol-3-yl)-5H-pyrrolo[2,3-b]pyrazine-7-carboxylic acid [(R)-2-(4-cyano-piperidin-1-yl)-1-cyclopropyl-2-oxo-ethyl]-amide). Reported procedure: To a solution of 2-(5,6-dichloro-1-methyl-1H-indazol-3-yl)-5-(2-trimethylsilanylethoxymethyl)-5H-pyrrolo[2,3-b]pyrazine-7-carboxylic acid [(R)-2-(4-cyano-piperidin-1-yl)-1-cyclopropyl-2-oxo-ethyl]-amide (130 mg, 0.19 mmol) in CH2Cl2 (4 mL) was added TFA (2.0 mL, 26.0 mmol). The reaction mixture was stirred at room temperature for 3 h then concentrated. The residue was redissolved in CH2Cl2 (4 mL) and ethylenediamine (0.4 mL, 5.92 mmol) was added. The reaction mixture was stirred at room temperat... Reaction SMILES: [C:1]([CH:3]1[CH2:8][CH2:7][N:6]([C:9](=[O:46])[C@H:10]([NH:14][C:15]([C:17]2[C:25]3[C:20](=[N:21][CH:22]=[C:23]([C:26]4[C:34]5[C:29](=[CH:30][C:31]([Cl:36])=[C:32]([Cl:35])[CH:33]=5)[N:28]([CH3:37])[N:27]=4)[N:24]=3)[N:19](COCC[Si](C)(C)C)[CH:18]=2)=[O:16])[CH:11]2[CH2:13][CH2:12]2)[CH2:5][CH2:4]1)#[N:2].C(O)(C(F)(F)F)=O.C(N)CN>C(Cl)Cl>[C:1]([CH:3]1[CH2:8][CH2:7][N:6]([C:9](=[O:46])[C@H:10]([NH:14][C:15]([C:17]2[C:25]3[C:20](=[N:21][CH:22]=[C:23]([C:26]4[C:34]5[C:29](=[CH:30][C:31]([Cl:36])=[C:32]([Cl:35])[CH:33]=5)[N:28]([CH3:37])[N:27]=4)[N:24]=3)[NH:19][CH:18]=2)=[O:16])[CH:11]2[CH2:12][CH2:13]2)[CH2:5][CH2:4]1)#[N:2]. Reactants: 20.0, C(C=C)(=O)OCC(C)C (isobutyl acrylate), C(C=C)(=O)OCC (ethyl acrylate), C(C=C)(=O)O (acrylic acid), ESTER, C(C)C(C(=O)OOOC(C)(C)C)CCCC (t-butylperoxy 2-ethylhexanoate), solids, C(C)C(C(=O)OOOC(C)(C)C)CCCC (t-butylperoxy 2-ethylhexanoate), C=1(C(=CC=CC1)C)C (xylene), 64. Solvent: C(CCC)O (n-butanol). Conditions: temperature 100 celsius, time 30 minute. Yields the product CC(C)C1=CC2=CCC3C(C2CC1)(CCCC3(C)C(=O)O)C (resin acid), 110. As a reaction SMILES: [C:1](OCC(C)C)(=O)[CH:2]=[CH2:3].[C:10]([O:14]CC)(=[O:13])[CH:11]=[CH2:12].C(O)(=O)C=C.[CH2:22]([CH:24]([CH2:34][CH2:35][CH2:36][CH3:37])[C:25](OOOC(C)(C)C)=O)[CH3:23].[C:38]1([CH3:45])[C:39]([CH3:44])=[CH:40]C=C[CH:43]=1>C(O)CCC>[CH3:44][CH:39]([C:38]1[CH2:45][CH2:25][CH:24]2[C:34](=[CH:35][CH2:36][CH:37]3[C:11]([C:10]([OH:14])=[O:13])([CH3:12])[CH2:3][CH2:2][CH2:1][C:22]32[CH3:23])[CH:43]=1)[CH3:40]. Procedure details: A mixture of 64 parts of xyylene and 16 parts of n-butanol was heated to 100° C. in the same flask as used in Production Example 1. To this was added dropwise a mixture of 20.0 parts of isobutyl acrylate, 50.9 parts of ethyl acrylate, 14.1 parts of acrylic acid, 15.0 parts of NK ESTER M-90G and 3 parts of t-butylperoxy 2-ethylhexanoate at a constant rate over 4 hours. After the addition, the mixture was kept at the same temperature for 30 minutes. Then a solution of 0.2 parts of t-butylperoxy 2-... Reactants: CC=1C=C(C(=O)O)C=CC1OC (3-methyl-4-methoxybenzoic acid), S(=O)(Cl)Cl (thionyl chloride). The solvent is C(Cl)Cl (methylene chloride). Product: CC=1C=C(C(=O)Cl)C=CC1OC (3-methyl-4-methoxybenzoic acid chloride). RXN SMILES: [CH3:1][C:2]1[CH:3]=[C:4]([CH:8]=[CH:9][C:10]=1[O:11][CH3:12])[C:5](O)=[O:6].S(Cl)([Cl:15])=O>C(Cl)Cl>[CH3:1][C:2]1[CH:3]=[C:4]([CH:8]=[CH:9][C:10]=1[O:11][CH3:12])[C:5]([Cl:15])=[O:6]. Reported procedure: A solution of 11.5 g. (0.07 mol.) of 3-methyl-4-methoxybenzoic acid and 10.7 g. (0.09 mol.) of thionyl chloride in 60 ml. of methylene chloride is refluxed on a steam bath for two hours. Concentration under reduced pressure and distillation of the residue gives 3-methyl-4-methoxybenzoic acid chloride, m.p. 37°-39°.